Dataset: the Open Reaction Database (ORD), a public repository of structured organic reaction records. Task: describe an organic reaction: reactants, conditions, products, and yield The reactants are Cl.N[C@H]1C=2C=CC=C(C2CCC1)C1=NOC(=N1)C=1C=CC(=C(C#N)C1)OC(C)C ((R)-5-(3-(5-amino-5,6,7,8-tetrahydronaphthalen-1-yl)-1,2,4-oxadiazol-5-yl)-2-isopropoxybenzonitrile HCl salt), TEA, CS(=O)(=O)C=C (methylvinylsulfone). Solvent: CC(=O)N(C)C (DMA). Reaction conditions: temperature 80 celsius. The product is C(C)(C)OC1=C(C#N)C=C(C=C1)C1=NC(=NO1)C1=CC=CC=2[C@@H](CCCC12)NCCS(=O)(=O)C ((R)-2-isopropoxy-5-(3-(5-((2-(methylsulfonyl)ethyl)amino)-5,6,7,8-tetrahydronaphthalen-1-yl)-1,2,4-oxadiazol-5-yl)benzonitrile). As a reaction SMILES: Cl.[NH2:2][C@@H:3]1[CH2:12][CH2:11][CH2:10][C:9]2[C:8]([C:13]3[N:17]=[C:16]([C:18]4[CH:19]=[CH:20][C:21]([O:26][CH:27]([CH3:29])[CH3:28])=[C:22]([CH:25]=4)[C:23]#[N:24])[O:15][N:14]=3)=[CH:7][CH:6]=[CH:5][C:4]1=2.[CH3:30][S:31]([CH:34]=[CH2:35])(=[O:33])=[O:32]>CC(N(C)C)=O>[CH:27]([O:26][C:21]1[CH:20]=[CH:19][C:18]([C:16]2[O:15][N:14]=[C:13]([C:8]3[C:9]4[CH2:10][CH2:11][CH2:12][C@@H:3]([NH:2][CH2:35][CH2:34][S:31]([CH3:30])(=[O:33])=[O:32])[C:4]=4[CH:5]=[CH:6][CH:7]=3)[N:17]=2)=[CH:25][C:22]=1[C:23]#[N:24])([CH3:29])[CH3:28] |f:0.1|. Procedure details: To a solution of (R)-5-(3-(5-amino-5,6,7,8-tetrahydronaphthalen-1-yl)-1,2,4-oxadiazol-5-yl)-2-isopropoxybenzonitrile hydrochloride 3 (20 mg, 0.05 mmol) in DMA (0.5 mL) was added TEA (136 μL, 0.97 mmol) and methylvinylsulfone (52 mg, 0.5 mmol). The reaction was heated to 80° C. for 24 h. The crude reaction mixture was purified by preparative HPLC to give (R)-2-isopropoxy-5-(3-(5-((2-(methylsulfonyl)ethyl)amino)-5,6,7,8-tetrahydronaphthalen-1-yl)-1,2,4-oxadiazol-5-yl)benzonitrile 48. LCMS-ESI (m/z... The product is C(C1=CC=CC=C1)(=O)N1C(N(C=C(C1=O)C=1C(=NC=CC1)C)CCCCCl)=O (3-Benzoyl-1-(4-chloro-butyl)-5-(2-methyl-pyridin-3-yl)-1H-pyrimidine-2,4-dione). Reagents/catalysts: C1(CCCCC1)P(C1=C(C=CC=C1)C1=CC=CC=C1)C1CCCCC1 (2-(dicyclohexylphosphino)biphenyl), C=1C=CC(=CC1)[P](C=2C=CC=CC2)(C=3C=CC=CC3)[Pd]([P](C=4C=CC=CC4)(C=5C=CC=CC5)C=6C=CC=CC6)([P](C=7C=CC=CC7)(C=8C=CC=CC8)C=9C=CC=CC9)[P](C=1C=CC=CC1)(C=1C=CC=CC1)C=1C=CC=CC1 (Pd(PPh3)4), C=1C=CC(=CC1)[P](C=2C=CC=CC2)(C=3C=CC=CC3)[Pd]([P](C=4C=CC=CC4)(C=5C=CC=CC5)C=6C=CC=CC6)([P](C=7C=CC=CC7)(C=8C=CC=CC8)C=9C=CC=CC9)[P](C=1C=CC=CC1)(C=1C=CC=CC1)C=1C=CC=CC1 (Pd(PPh3)4). RXN SMILES: [C:1]([N:9]1[C:14](=[O:15])[C:13](I)=[CH:12][N:11]([CH2:17][CH2:18][CH2:19][CH2:20][Cl:21])[C:10]1=[O:22])(=[O:8])[C:2]1[CH:7]=[CH:6][CH:5]=[CH:4][CH:3]=1.[CH3:23][C:24]1[C:29](B(O)O)=[CH:28][CH:27]=[CH:26][N:25]=1.C([O-])([O-])=O.[Na+].[Na+].C1(P(C2CCCCC2)C2C=CC=CC=2C2C=CC=CC=2)CCCCC1>COCCOC.O.C1C=CC([P]([Pd]([P](C2C=CC=CC=2)(C2C=CC=CC=2)C2C=CC=CC=2)([P](C2C=CC=CC=2)(C2C=CC=CC=2)C2C=CC=CC=2)[P](C2C=CC=CC=2)(C2C=CC=CC=2)C2C=CC=CC=2)(C2C=CC=CC=2)C2C=CC=CC=2)=CC=1.C1(P(C2CCCCC2)C2C=CC=CC=2C2C=CC=CC=2)CCCCC1>[C:1]([N:9]1[C:14](=[O:15])[C:13]([C:29]2[C:24]([CH3:23])=[N:25][CH:26]=[CH:27][CH:28]=2)=[CH:12][N:11]([CH2:17][CH2:18][CH2:19][CH2:20][Cl:21])[C:10]1=[O:22])(=[O:8])[C:2]1[CH:7]=[CH:6][CH:5]=[CH:4][CH:3]=1 |f:2.3.4,6.7,^1:74,76,95,114|. The solvent is COCCOC.O (DME water), COCCOC.O (DME water). Isolated yield 66.4%. Procedure: 3-Benzoyl-1-(4-chloro-butyl)-5-iodo-1H-pyrimidine-2,4-dione (Prep 44, 541 mg, 1.25 mmol) was dissolved in degassed DME-water solution (5-1, 37.5 mL). 2-Methyl-pyridine 3-boronic acid (325 mg, 1.9 mmol), Na2CO3 (265 mg, 2.5 mmol), 2-(dicyclohexylphosphino)biphenyl (52 mg, 0.15 mmol) and Pd(PPh3)4 (288 mg, 0.25 mmol) were added and the mixture was refluxed for 3 hours. A second batch was run in parallel in the same reaction conditions on 3-Benzoyl-1-(4-chloro-butyl)-5-iodo-1H-pyrimidine-2,4-dione ... The reactants are CC1=NC=CC=C1B(O)O (2-Methyl-pyridine 3-boronic acid), C(=O)([O-])[O-].[Na+].[Na+] (Na2CO3), C1(CCCCC1)P(C1=C(C=CC=C1)C1=CC=CC=C1)C1CCCCC1 (2-(dicyclohexylphosphino)biphenyl), C(C1=CC=CC=C1)(=O)N1C(N(C=C(C1=O)I)CCCCCl)=O (3-Benzoyl-1-(4-chloro-butyl)-5-iodo-1H-pyrimidine-2,4-dione), CC1=NC=CC=C1B(O)O (2-Methyl-pyridine 3-boronic acid), C(=O)([O-])[O-].[Na+].[Na+] (Na2CO3). The reactants are CO, O=C(O)NC1(CN(CCO)Cc2ccc(Cl)c(C(=O)NCC34CC5CC(CC(C5)C3)C4)c2)CC1, Cl, N, C1COCCO1. The product is NC1(CN(CCO)Cc2ccc(Cl)c(C(=O)NCC34CC5CC(CC(C5)C3)C4)c2)CC1. Reaction SMILES: [CH3:37][OH:38].[Cl:1][c:2]1[c:3]([C:21](=[O:22])[NH:23][CH2:24][C:25]23[CH2:26][CH:27]4[CH2:28][CH:29]([CH2:30][CH:31]([CH2:32]2)[CH2:33]4)[CH2:34]3)[cH:4][c:5]([CH2:8][N:9]([CH2:10][CH2:11][OH:12])[CH2:13][C:14]2([NH:17][C:18](=[O:19])[OH:20])[CH2:15][CH2:16]2)[cH:6][cH:7]1.[ClH:35].[NH3:36].[O:39]1[CH2:40][CH2:41][O:42][CH2:43][CH2:44]1>>[Cl:1][c:2]1[c:3]([C:21](=[O:22])[NH:23][CH2:24][C:25]23[CH2:26][CH:27]4[CH2:28][CH:29]([CH2:30][CH:31]([CH2:32]2)[CH2:33]4)[CH2:34]3)[cH:4][c:5]([CH2:8][N:9]([CH2:10][CH2:11][OH:12])[CH2:13][C:14]2([NH2:17])[CH2:15][CH2:16]2)[cH:6][cH:7]1.